From a dataset of the Open Reaction Database (ORD), a public repository of structured organic reaction records. describe an organic reaction: reactants, conditions, products, and yield The reactants are C(C)(C)(C)N (tert-butylamine), CN1C(N(C(C(=C1)S(=O)(=O)Cl)=O)C)=O (1,3-dimethyl-2,4-dioxo-5-pyrimidinesulfonyl chloride), C(C)(C)(C)N (tertbutylamine). Solvent: C(Cl)Cl (methylene chloride). Yields the product CN1C(N(C(C(=C1)S(=O)(=O)NC(C)(C)C)=O)C)=O (1,3-Dimethyl-2,4-dioxo-N-(1,1-dimethylethyl)-5-pyrimidinesulfonamide). The yield is 94.0%. Reaction SMILES: [CH3:1][N:2]1[CH:7]=[C:6]([S:8](Cl)(=[O:10])=[O:9])[C:5](=[O:12])[N:4]([CH3:13])[C:3]1=[O:14].[C:15]([NH2:19])([CH3:18])([CH3:17])[CH3:16]>C(Cl)Cl>[CH3:1][N:2]1[CH:7]=[C:6]([S:8]([NH:19][C:15]([CH3:18])([CH3:17])[CH3:16])(=[O:10])=[O:9])[C:5](=[O:12])[N:4]([CH3:13])[C:3]1=[O:14]. Reported procedure: To a stirred suspension of 1,3-dimethyl-2,4-dioxo-5-pyrimidinesulfonyl chloride (300 g, 1.26M) in methylene chloride (2500 mL) at room temperature was added dropwise tert-butylamine (300 mL, 2.85M). The exotherm was allowed to proceed to 35° C. with mild cooling. After addition the reaction was refluxed for 30 minutes, cooled to room temperature and the tertbutylamine.HCl filtered off. The methylene chloride was then washed with diluted hydrochloric acid (700 mL), dried over MgSO4, and stripped ...